Dataset: the Open Reaction Database (ORD), a public repository of structured organic reaction records. Task: describe an organic reaction: reactants, conditions, products, and yield Reactants: Cl (hydrochloric acid), [OH-].[Na+] (sodium hydroxide), O (water), C(C)OC(CC=1N=C(SC1)C1=C(C=C(C=C1)C(CC)(C1=CC(=C(C=C1)\C=C\C(C(F)(F)F)(C(F)(F)F)O)C)CC)C)=O ([2-(4-{1-ethyl-1-[3-methyl-4-((E)-4,4,4-trifluoro-3-hydroxy-3-trifluoromethyl-1-butenyl)-phenyl]-propyl}-2-methyl-phenyl)-thiazol-4-yl]-acetic acid ethyl ester). Run in CO (methanol). Run at time 6.5 hour. Product: C(C)C(CC)(C1=CC(=C(C=C1)\C=C\C(C(F)(F)F)(C(F)(F)F)O)C)C1=CC(=C(C=C1)C=1SC=C(N1)CC(=O)O)C ([2-(4-{1-ethyl-1-[3-methyl-4-((E)-4,4,4-trifluoro-3-hydroxy-3-trifluoromethyl-1-butenyl)-phenyl]-propyl}-2-methyl-phenyl)-thiazol-4-yl]-acetic Acid). Isolated yield 93.9%. As a reaction SMILES: [OH-].[Na+].O.C([O:6][C:7](=[O:45])[CH2:8][C:9]1[N:10]=[C:11]([C:14]2[CH:19]=[CH:18][C:17]([C:20]([CH2:42][CH3:43])([C:23]3[CH:28]=[CH:27][C:26](/[CH:29]=[CH:30]/[C:31]([OH:40])([C:36]([F:39])([F:38])[F:37])[C:32]([F:35])([F:34])[F:33])=[C:25]([CH3:41])[CH:24]=3)[CH2:21][CH3:22])=[CH:16][C:15]=2[CH3:44])[S:12][CH:13]=1)C.Cl>CO>[CH2:21]([C:20]([C:17]1[CH:18]=[CH:19][C:14]([C:11]2[S:12][CH:13]=[C:9]([CH2:8][C:7]([OH:45])=[O:6])[N:10]=2)=[C:15]([CH3:44])[CH:16]=1)([C:23]1[CH:28]=[CH:27][C:26](/[CH:29]=[CH:30]/[C:31]([OH:40])([C:36]([F:37])([F:38])[F:39])[C:32]([F:34])([F:35])[F:33])=[C:25]([CH3:41])[CH:24]=1)[CH2:42][CH3:43])[CH3:22] |f:0.1|. Reported procedure: A mixed solution of a 6 N sodium hydroxide aqueous solution (0.11 mL) with water (0.033 mL) was added to a solution of [2-(4-{1-ethyl-1-[3-methyl-4-((E)-4,4,4-trifluoro-3-hydroxy-3-trifluoromethyl-1-butenyl)-phenyl]-propyl}-2-methyl-phenyl)-thiazol-4-yl]-acetic acid ethyl ester (Example 76-(1); 9.7 mg, 0.016 mmol) in methanol (0.22 mL) at room temperature, and the mixture was stirred at room temperature for 6.5 hours. The mixture was acidified with dilute hydrochloric acid aqueous solution, foll... Reactants: ClC=1OC=2C(N1)=C(C=CC2)C(=O)OC (methyl 2-chlorobenzoxazole-4-carboxylate), C(C1=CC=CC=C1)N1C([C@@H](N[C@H](C1)C)C)=O ((3S,5S)-1-benzyl-3,5-dimethylpiperazin-2-one), C([O-])([O-])=O.[K+].[K+] (potassium carbonate). Run in O (H2O), CN(C)C=O (DMF). Reaction conditions: temperature 35 celsius, time 16 hour. Yields the product C(C1=CC=CC=C1)N1C([C@@H](N([C@H](C1)C)C=1OC=2C(N1)=C(C=CC2)C(=O)OC)C)=O (methyl 2-((2S,6S)-4-benzyl-2,6-dimethyl-3-oxopiperazine-1-yl)benzoxazole-4-carboxylate). The yield is 59.9%. Reaction SMILES: Cl[C:2]1[O:3][C:4]2[C:5](=[C:7]([C:11]([O:13][CH3:14])=[O:12])[CH:8]=[CH:9][CH:10]=2)[N:6]=1.[CH2:15]([N:22]1[CH2:27][C@H:26]([CH3:28])[NH:25][C@@H:24]([CH3:29])[C:23]1=[O:30])[C:16]1[CH:21]=[CH:20][CH:19]=[CH:18][CH:17]=1.C(=O)([O-])[O-].[K+].[K+]>CN(C=O)C.O>[CH2:15]([N:22]1[CH2:27][C@H:26]([CH3:28])[N:25]([C:2]2[O:3][C:4]3[C:5](=[C:7]([C:11]([O:13][CH3:14])=[O:12])[CH:8]=[CH:9][CH:10]=3)[N:6]=2)[C@@H:24]([CH3:29])[C:23]1=[O:30])[C:16]1[CH:17]=[CH:18][CH:19]=[CH:20][CH:21]=1 |f:2.3.4|. Procedure: A mixture of methyl 2-chlorobenzoxazole-4-carboxylate (970 mg, 4.58 mmol) and (3S,5S)-1-benzyl-3,5-dimethylpiperazin-2-one (1.00 g, 4.58 mmol) in DMF (20 mL), was stirred in a 35° C. oil bath. After 16 h, the reaction mixture was heated to 55° C. After 3 h, potassium carbonate (630 mg, 4.58 mmol) was added. The reaction mixture was stirred for 2 h at 55° C. and then at ambient temperature for 17 h. The reaction mixture was diluted with H2O (50 mL) and extracted with EtOAc (2×50 mL). The combined... Yields the product CCOC(=O)CC1c2cc(C)c(C)cc2C(=S)N1c1cccnc1. RXN SMILES: [CH3:1][c:2]1[cH:3][c:4]2[c:8]([cH:9][c:10]1[CH3:11])[C:7](=[O:12])[N:6]([c:13]1[cH:14][n:15][cH:16][cH:17][cH:18]1)[CH:5]2[CH2:19][C:20](=[O:21])[O:22][CH2:23][CH3:24].[CH3:25][O:26][c:27]1[cH:28][cH:29][c:30]([P:31]2(=[S:32])[S:33][P:35](=[S:36])([c:37]3[cH:38][cH:39][c:40]([O:41][CH3:42])[cH:43][cH:44]3)[S:34]2)[cH:45][cH:46]1.[CH3:47][c:48]1[cH:49][cH:50][cH:51][cH:52][cH:53]1>>[CH3:1][c:2]1[cH:3][c:4]2[c:8]([cH:9][c:10]1[CH3:11])[C:7](=[S:34])[N:6]([c:13]1[cH:14][n:15][cH:16][cH:17][cH:18]1)[CH:5]2[CH2:19][C:20](=[O:21])[O:22][CH2:23][CH3:24]. Reactants: CCOC(=O)CC1c2cc(C)c(C)cc2C(=O)N1c1cccnc1, COc1ccc(P2(=S)SP(=S)(c3ccc(OC)cc3)S2)cc1, Cc1ccccc1. Reactants: CC(C)(C)[Si](C)(C)OCC(F)c1cccc(Br)c1, C1CCOC1, CN(C)C=O, [Li]CCCC. The product is CC(C)(C)[Si](C)(C)OCC(F)c1cccc(C=O)c1. RXN SMILES: [Br:1][c:2]1[cH:3][c:4]([CH:8]([CH2:9][O:10][Si:11]([CH3:12])([CH3:13])[C:14]([CH3:15])([CH3:16])[CH3:17])[F:18])[cH:5][cH:6][cH:7]1.[CH2:29]1[O:30][CH2:31][CH2:32][CH2:33]1.[CH3:24][N:25]([CH:26]=[O:27])[CH3:28].[Li:19][CH2:20][CH2:21][CH2:22][CH3:23]>>[c:2]1([CH:26]=[O:27])[cH:3][c:4]([CH:8]([CH2:9][O:10][Si:11]([CH3:12])([CH3:13])[C:14]([CH3:15])([CH3:16])[CH3:17])[F:18])[cH:5][cH:6][cH:7]1. Reactants: [Cl-].O[NH3+] (hydroxylammonium chloride), C(O)([O-])=O.[Na+] (sodium hydrogencarbonate), N,N′-carbonyldiimidazole, N12CCCCCC2=NCCC1 (1,8-diazabicyclo[5.4.0]undec-7-ene), FC1=C(C=CC(=C1)F)C(CN1C(N(C2=C(C1=O)C=C(S2)CC(F)(F)F)CC2=CC=C(C=C2)C=2C(=CC=CC2)C#N)=O)=O (4′-{[3-[2-(2,4-difluorophenyl)-2-oxoethyl]-2,4-dioxo-6-(2,2,2-trifluoroethyl)-3,4-dihydrothieno[2,3-d]pyrimidin-1(2H)-yl]methyl}biphenyl-2-carbonitrile). Run in C(Cl)(Cl)Cl (chloroform), CS(=O)C (dimethyl sulfoxide), C(Cl)Cl (methylene chloride), C(Cl)(Cl)Cl (chloroform). Run at temperature 40 celsius, time 30 minute. The product is FC1=CC2=C(C(=NO2)CN2C(N(C3=C(C2=O)C=C(S3)CC(F)(F)F)CC3=CC=C(C=C3)C3=C(C=CC=C3)C3=NOC(N3)=O)=O)C=C1 (3-[(6-fluoro-1,2-benzoisoxazol-3-yl)methyl]-1-{[2′-(5-oxo-4,5-dihydro-1,2,4-oxadiazol-3-yl)biphenyl-4-yl]methyl}-6-(2,2,2-trifluoroethyl)thieno[2,3-d]pyrimidine-2,4(1H,3H)-dione). Isolated yield 4.0%. Reaction SMILES: [Cl-].[OH:2][NH3+:3].[C:4](=[O:7])([O-])[OH:5].[Na+].F[C:10]1[CH:15]=[C:14]([F:16])[CH:13]=[CH:12][C:11]=1[C:17](=O)[CH2:18][N:19]1[C:24](=[O:25])[C:23]2[CH:26]=[C:27]([CH2:29][C:30]([F:33])([F:32])[F:31])[S:28][C:22]=2[N:21]([CH2:34][C:35]2[CH:40]=[CH:39][C:38]([C:41]3[C:42]([C:47]#[N:48])=[CH:43][CH:44]=[CH:45][CH:46]=3)=[CH:37][CH:36]=2)[C:20]1=[O:49].[N:51]12CCCN=C1CCCCC2>C(Cl)(Cl)Cl.C(Cl)Cl.CS(C)=O>[F:16][C:14]1[CH:15]=[CH:10][C:11]2[C:17]([CH2:18][N:19]3[C:24](=[O:25])[C:23]4[CH:26]=[C:27]([CH2:29][C:30]([F:32])([F:33])[F:31])[S:28][C:22]=4[N:21]([CH2:34][C:35]4[CH:36]=[CH:37][C:38]([C:41]5[CH:46]=[CH:45][CH:44]=[CH:43][C:42]=5[C:47]5[NH:51][C:4](=[O:7])[O:5][N:48]=5)=[CH:39][CH:40]=4)[C:20]3=[O:49])=[N:3][O:2][C:12]=2[CH:13]=1 |f:0.1,2.3|. Procedure: A mixture of hydroxylammonium chloride (1.15 g), sodium hydrogencarbonate (1.66 g) and dimethyl sulfoxide (20 mL) was stirred at 40° C. for 30 min, 4′-{[3-[2-(2,4-difluorophenyl)-2-oxoethyl]-2,4-dioxo-6-(2,2,2-trifluoroethyl)-3,4-dihydrothieno[2,3-d]pyrimidin-1(2H)-yl]methyl}biphenyl-2-carbonitrile (0.98 g) was added, and the mixture was stirred at 90° C. for 16 hr. The reaction mixture was diluted with chloroform, washed successively with water and saturated brine, and dried over anhydrous magn... Product: C1COC2(CCC(CC2)(CC#N)CC2=CC=CC=C2)O1 (4-benzyl-4-(cyanomethyl)cyclohexan-1-one ethylene ketal). Procedure: A mixture of 18.6 g. (0.055 M) of 4-benzyl-4-hydroxymethylcyclohexan-1-one ethylene ketal methanesulfonate (2) (prepared as in Preparation 30) and 18 g. of potassium cyanide in 180 ml. of hexamethylphosphoramide is heated for about 17 hours in an oil bath at about 145° C. The resulting gel is allowed to cool, diluted to 800 ml. with water and extracted with benzene. The organic layer is washed with water and brine and evaporated to dryness. The residue is chromatographed on 1 l. of silica gel an... Reactants: CS(=O)(=O)O.C1COC2(CCC(CC2)(CO)CC2=CC=CC=C2)O1 (4-benzyl-4-hydroxymethylcyclohexan-1-one ethylene ketal methanesulfonate), [C-]#N.[K+] (potassium cyanide). Reaction SMILES: CS(O)(=O)=O.[CH2:6]1[O:24][C:9]2([CH2:14][CH2:13][C:12]([CH2:17][C:18]3[CH:23]=[CH:22][CH:21]=[CH:20][CH:19]=3)([CH2:15]O)[CH2:11][CH2:10]2)[O:8][CH2:7]1.[C-:25]#[N:26].[K+]>CN(C)P(N(C)C)(N(C)C)=O>[CH2:6]1[O:24][C:9]2([CH2:14][CH2:13][C:12]([CH2:17][C:18]3[CH:23]=[CH:22][CH:21]=[CH:20][CH:19]=3)([CH2:15][C:25]#[N:26])[CH2:11][CH2:10]2)[O:8][CH2:7]1 |f:0.1,2.3|. Run in CN(P(=O)(N(C)C)N(C)C)C (hexamethylphosphoramide). Run in CC#N (CH3CN). Reaction SMILES: [NH2:1][C:2]1[CH:7]=[CH:6][CH:5]=[CH:4][C:3]=1[OH:8].[Na+].[I-].CN(C)[C:13]1[C:22]2[C:17](=CC=C[C:21]=2N(C)C)C=CC=1.Br[CH2:28][C:29]([O:31][C:32]([CH3:35])([CH3:34])[CH3:33])=[O:30]>CC#N>[C:32]([O:31][C:29](=[O:30])[CH2:28][N:1]([CH2:28][C:29]([O:31][C:22]([CH3:21])([CH3:13])[CH3:17])=[O:30])[C:2]1[CH:7]=[CH:6][CH:5]=[CH:4][C:3]=1[OH:8])([CH3:35])([CH3:34])[CH3:33] |f:1.2|. Starting materials: BrCC(=O)OC(C)(C)C (t-butyl bromoacetate), NC1=C(C=CC=C1)O (2-aminophenol), [Na+].[I-] (NaI), CN(C1=CC=CC2=CC=CC(=C12)N(C)C)C (1,8-bis(dimethylamino) naphthalene). Product: C(C)(C)(C)OC(CN(C1=C(C=CC=C1)O)CC(=O)OC(C)(C)C)=O ([tert-Butoxycarbonylmethyl-(2-hydroxy-phenyl)-amino]-acetic acid tert-butyl ester). Isolated yield 79.6%. Reported procedure: A solution of 2-aminophenol (10) (5.0 g, 45.8 mmol) and NaI (3.44 g, 23 mmol) in dry CH3CN (150 mL) was treated with 1,8-bis(dimethylamino) naphthalene (21.6 g, 100.8 mmol) followed by t-butyl bromoacetate (14.2 mL, 96.2 mmol) under an Ar atmosphere and stirred at reflux overnight. After the mixture was cooled to room temperature, the precipitated salts were filtered off and washed with additional EtOAc. The combined organic layers were washed with brine, dried over Na2SO4 and concentrated in va... Reactants: CC(=O)O, COCc1cccnc1, [Na+], [Na+], O=C([O-])[O-], OO. Yields the product COCc1ccc[n+]([O-])c1. Reaction SMILES: [CH3:18][C:19](=[O:20])[OH:21].[CH3:1][O:2][CH2:3][c:4]1[cH:5][n:6][cH:7][cH:8][cH:9]1.[Na+:12].[Na+:13].[O-:14][C:15](=[O:16])[O-:17].[OH:10][OH:11]>>[CH3:1][O:2][CH2:3][c:4]1[cH:5][n+:6]([O-:14])[cH:7][cH:8][cH:9]1. The reactants are SCCCC(=O)O (4-mercaptobutyric acid), [H-].[Na+] (sodium hydride), C(C)(C)O (isopropanol), S(=O)(Cl)Cl (Thionyl chloride), BrCCCl (1-Bromo-2-chloroethane). Run at time 2 day. The product is ClCCSCCCC(=O)OC (methyl 4-[(2-chloroethyl)thio]butanoate). Reaction SMILES: [SH:1][CH2:2][CH2:3][CH2:4][C:5]([OH:7])=[O:6].[H-].[Na+].Br[CH2:11][CH2:12][Cl:13].S(Cl)(Cl)=O.[CH:18](O)(C)C>>[Cl:13][CH2:12][CH2:11][S:1][CH2:2][CH2:3][CH2:4][C:5]([O:7][CH3:18])=[O:6] |f:1.2|. Reported procedure: A 0° C. isopropanol (70 mL) solution of 4-mercaptobutyric acid (3.85 g, 20 mmol) was treated with sodium hydride in four portions (95%, 1.56 g total, 65 mmol) over 20 minutes and allowed to warm to room temperature. 1-Bromo-2-chloroethane (11 mL, 128 mmol) was added rapidly with the resulting suspension stirred vigorously for 2 days, then the volatiles were removed, and the residue was partitioned between 5% aqueous acetic acid and ethyl acetate. The combined organic extracts were washed with br...